Dataset: the Open Reaction Database (ORD), a public repository of structured organic reaction records. Task: describe an organic reaction: reactants, conditions, products, and yield Reactants: [H-].[Na+] (sodium hydride), ClC1=CC=C(C=C1)N=C=O (4-chlorophenyl isocyanate), O (water), C1(=CC=CC=C1)C=1OC(C(CN1)O)C1=CC=CC=C1 ((5RS, 6SR)-2,6-diphenyl-5,6-dihydro-4H-1,3-oxazin-5-ol). The solvent is O1CCCC1 (tetrahydrofuran), O1CCCC1 (tetrahydrofuran), O1CCCC1 (tetrahydrofuran). Conditions: time 30 minute. Yields the product ClC1=CC=C(C=C1)NC(=O)OC1CN=C(OC1C1=CC=CC=C1)C1=CC=CC=C1 ((5RS, 6SR)-5-(4-chlorophenylcarbamoyloxy)-2,6-diphenyl-5,6-dihydro-4H-1,3-oxazine). Yield: 41.0%. As a reaction SMILES: [C:1]1([C:7]2[O:8][CH:9]([C:14]3[CH:19]=[CH:18][CH:17]=[CH:16][CH:15]=3)[CH:10]([OH:13])[CH2:11][N:12]=2)[CH:6]=[CH:5][CH:4]=[CH:3][CH:2]=1.[H-].[Na+].[Cl:22][C:23]1[CH:28]=[CH:27][C:26]([N:29]=[C:30]=[O:31])=[CH:25][CH:24]=1.O>O1CCCC1>[Cl:22][C:23]1[CH:28]=[CH:27][C:26]([NH:29][C:30]([O:13][CH:10]2[CH:9]([C:14]3[CH:15]=[CH:16][CH:17]=[CH:18][CH:19]=3)[O:8][C:7]([C:1]3[CH:6]=[CH:5][CH:4]=[CH:3][CH:2]=3)=[N:12][CH2:11]2)=[O:31])=[CH:25][CH:24]=1 |f:1.2|. Procedure: A solution of (5RS, 6SR)-2,6-diphenyl-5,6-dihydro-4H-1,3-oxazin-5-ol (1.52 g) in anhydrous tetrahydrofuran (10 cc) is added at a temperature in the region of 20° C. to an oily suspension (50% by weight; 0.31 g), maintained under an argon atmosphere, of sodium hydride in anhydrous tetrahydrofuran (20 cc). The mixture is stirred for 30 minutes at the same temperature. A solution of 4-chlorophenyl isocyanate (1 g) in anhydrous tetrahydrofuran (10 cc) is then added dropwise and stirring is continued... Reactants: O=C(O)Cc1cccc(C(=O)c2ccccc2)c1, ClCCl, C=[N+]=[N-]. Yields the product COC(=O)Cc1cccc(C(=O)c2ccccc2)c1. Reaction SMILES: [C:4]([c:5]1[cH:6][cH:7][cH:8][cH:9][cH:10]1)(=[O:11])[c:12]1[cH:13][c:14]([CH2:18][C:19](=[O:20])[OH:21])[cH:15][cH:16][cH:17]1.[CH2:22]([Cl:23])[Cl:24].[N+:1](=[N-:2])=[CH2:3]>>[CH3:3][O:21][C:19]([CH2:18][c:14]1[cH:13][c:12]([C:4]([c:5]2[cH:6][cH:7][cH:8][cH:9][cH:10]2)=[O:11])[cH:17][cH:16][cH:15]1)=[O:20].